describe an organic reaction: reactants, conditions, products, and yield From a dataset of the Open Reaction Database (ORD), a public repository of structured organic reaction records. Starting materials: [H-].[Na+] (Sodium hydride), O (water), C(C)(C)(C)OC(=O)N1CCC2(CNC(O2)=O)CC1 (2-oxo-1-oxa-3,8-diazaspiro[4.5]decane-8-carboxylic acid tert-butyl ester), BrCC1=C(C2=CC=CC=C2C=C1)O (2-Bromomethylnaphthol). Solvent: CN(C)C=O (DMF). Run at time 10 minute. Yields the product C(C)(C)(C)OC(=O)N1CCC2(CN(C(O2)=O)CC2=CC3=CC=CC=C3C=C2)CC1 (3-naphthalen-2-ylmethyl-2-oxo-1-oxa-3,8-diazaspiro[4.5]decane-8-carboxylic acid tert-butyl ester). Yield: 33.6%. Reaction SMILES: [H-].[Na+].[C:3]([O:7][C:8]([N:10]1[CH2:20][CH2:19][C:13]2([O:17][C:16](=[O:18])[NH:15][CH2:14]2)[CH2:12][CH2:11]1)=[O:9])([CH3:6])([CH3:5])[CH3:4].Br[CH2:22][C:23]1[CH:32]=[CH:31][C:30]2[C:25](=[CH:26][CH:27]=[CH:28][CH:29]=2)[C:24]=1O.O>CN(C=O)C>[C:3]([O:7][C:8]([N:10]1[CH2:11][CH2:12][C:13]2([O:17][C:16](=[O:18])[N:15]([CH2:22][C:23]3[CH:32]=[CH:31][C:30]4[C:25](=[CH:26][CH:27]=[CH:28][CH:29]=4)[CH:24]=3)[CH2:14]2)[CH2:19][CH2:20]1)=[O:9])([CH3:6])([CH3:4])[CH3:5] |f:0.1|. Procedure details: Sodium hydride (82 mg, 60% dispersion in mineral oil, weight percent) was suspended under a nitrogen atmosphere in DMF (5 mL). Compound A3 (0.5 g, 1.95 mmol) was added thereto and the reaction mixture was stirred for 10 min at RT. 2-Bromomethylnaphthol (436 mg, 1.97 mmol) was added thereto. The reaction mixture was stirred for 18 h at RT, combined with water and extracted with EtOAc. The combined organic phases were washed with sat. aq. NaCl solution, dried over Na2SO4 and the solvent was remove...